This data is from the Open Reaction Database (ORD), a public repository of structured organic reaction records. The task is: describe an organic reaction: reactants, conditions, products, and yield Procedure: The title compound was prepared in similar fashion from (S)-(+)-4-(oxiranylmethoxy)-1H-indole and 7,8-dimethoxy-2,3,4,5-tetrahydro-1H-3-benzazepine. The resulting free base was dissolved in ethyl acetate, and precipitated with one equivalent of oxalic acid in ethyl acetate in 48% overall yield. FDMS m/e=396 (M+ of free base). α[D]589 =-9.34 (c=0.47, methanol). Yields the product C(C(=O)O)(=O)O.N1C=CC2=C(C=CC=C12)OC[C@H](CN1CCC2=C(CC1)C=C(C(=C2)OC)OC)O ((2S)-(-)-1-(4-indolyloxy)-3-(7,8-dimethoxy-2,3,4,5-tetrahydro-1H-3-benzazepin-3-yl)-2-propanol ethanedioate). The solvent is C(C)(=O)OCC (ethyl acetate), C(C)(=O)OCC (ethyl acetate). Starting materials: C(C(=O)O)(=O)O (oxalic acid), O1[C@@H](C1)COC1=C2C=CNC2=CC=C1 ((S)-(+)-4-(oxiranylmethoxy)-1H-indole), COC1=CC2=C(CCNCC2)C=C1OC (7,8-dimethoxy-2,3,4,5-tetrahydro-1H-3-benzazepine), CO (methanol). Reaction SMILES: [O:1]1[CH2:3][C@H:2]1[CH2:4][O:5][C:6]1[CH:14]=[CH:13][CH:12]=[C:11]2[C:7]=1[CH:8]=[CH:9][NH:10]2.[CH3:15][O:16][C:17]1[C:27]([O:28][CH3:29])=[CH:26][C:20]2[CH2:21][CH2:22][NH:23][CH2:24][CH2:25][C:19]=2[CH:18]=1.[C:30]([OH:35])(=[O:34])[C:31]([OH:33])=[O:32].CO>C(OCC)(=O)C>[C:30]([OH:35])(=[O:34])[C:31]([OH:33])=[O:32].[NH:10]1[C:11]2[C:7](=[C:6]([O:5][CH2:4][C@@H:2]([OH:1])[CH2:3][N:23]3[CH2:24][CH2:25][C:19]4[CH:18]=[C:17]([O:16][CH3:15])[C:27]([O:28][CH3:29])=[CH:26][C:20]=4[CH2:21][CH2:22]3)[CH:14]=[CH:13][CH:12]=2)[CH:8]=[CH:9]1 |f:5.6|. Starting materials: C(C)OC(C(C(=O)O)CCCCCCCC1CCCCC1)=O ((7-cyclohexylheptyl)-malonic acid ethyl ester), C=O (paraformaldehyde), N1CCCCC1 (piperidine). The solvent is N1=CC=CC=C1 (pyridine). Yields the product C(C)OC(C(CCCCCCCC1CCCCC1)=C)=O (9-Cyclohexyl-2-methylenenonanoic acid ethyl ester). Reaction SMILES: [CH2:1]([O:3][C:4](=[O:22])[CH:5]([CH2:9][CH2:10][CH2:11][CH2:12][CH2:13][CH2:14][CH2:15][CH:16]1[CH2:21][CH2:20][CH2:19][CH2:18][CH2:17]1)[C:6](O)=O)[CH3:2].C=O.N1CCCCC1>N1C=CC=CC=1>[CH2:1]([O:3][C:4](=[O:22])[C:5](=[CH2:6])[CH2:9][CH2:10][CH2:11][CH2:12][CH2:13][CH2:14][CH2:15][CH:16]1[CH2:17][CH2:18][CH2:19][CH2:20][CH2:21]1)[CH3:2]. Reported procedure: 9.2 g of 9-cyclohexyl-2-methylenenonanoic acid ethyl ester, in the form of a colourless oil, which is purified by chromatography on silica gel (migrating agent: 95:5 petroleum ether/ethyl acetate), are obtained by the procedure described in Example (1b) from 16.2 g of (7-cyclohexylheptyl)-malonic acid ethyl ester, 1.86 g of paraformaldehyde, 11.5 ml of pyridine and 0.6 ml of piperidine. Starting materials: [OH-].[K+] (KOH), C(C)O (ethanol), BrCCC1(C(C1(F)F)(F)F)F (2-bromo-1-(pentafluorocyclopropyl)ethane). The solvent is O (water). Run at temperature 70 celsius, time 2 hour. The product is C(=C)C1(C(C1(F)F)(F)F)F (vinylpentafluorocyclopropane). The yield is 57.3%. Reaction SMILES: [OH-].[K+].C(O)C.Br[CH2:7][CH2:8][C:9]1([F:16])[C:11]([F:13])([F:12])[C:10]1([F:15])[F:14]>O>[CH:8]([C:9]1([F:16])[C:11]([F:13])([F:12])[C:10]1([F:15])[F:14])=[CH2:7] |f:0.1|. Reported procedure: To a stirred solution of 18.0 g of KOH, 15 mL of ethanol and 20 mL of water was slowly added 24.0 g of 2-bromo-1-(pentafluorocyclopropyl)ethane at 70° C. During the addition, volatiles were collected in a -78° C. trap. After the addition was complete, the reaction mixture was stirred at 70° C. for an additional two hours until collection of all volatiles, which was distilled to give 9.1 g of product, bp 30° C. 19F NMR: -152.3 (dt, J=195.4 Hz, J=9.8 Hz, 2F), -156.0 (dm, J=195.6 Hz, 2F), -210.7 (t...